From a dataset of the Open Reaction Database (ORD), a public repository of structured organic reaction records. describe an organic reaction: reactants, conditions, products, and yield Reactants: C(C1=CC=CC=C1)NCCO (N-Benzylethanolamine), O1CC1COC (1,2-epoxy-3-methoxypropane). Conditions: temperature 50 celsius, time 16 hour. The product is C(C1=CC=CC=C1)N1CC(OCC1)COC (4-Benzyl-2-methoxymethylmorpholine). The yield is 58.2%. RXN SMILES: [CH2:1]([NH:8][CH2:9][CH2:10]O)[C:2]1[CH:7]=[CH:6][CH:5]=[CH:4][CH:3]=1.[O:12]1[CH:14]([CH2:15][O:16][CH3:17])[CH2:13]1>>[CH2:1]([N:8]1[CH2:9][CH2:10][O:12][CH:14]([CH2:15][O:16][CH3:17])[CH2:13]1)[C:2]1[CH:7]=[CH:6][CH:5]=[CH:4][CH:3]=1. Procedure: N-Benzylethanolamine (459 g) is mixed with 1,2-epoxy-3-methoxypropane (422 g) and the mixture is stirred at 50° C. for 16 hours and thereafter the excess 1,2-epoxy-3-methoxypropane is distilled off under reduced pressure. The residue is dissolved in 1,4-dioxane (3 liters) and thereto are added powdery potassium hydroxide (692.5 g) and tris(3,6-dioxaheptyl)amine (11.4 g). To the mixture is added dropwise with stirring a solution of p-toluenesulfonyl chloride (809.4 g) in 1,4-dioxane (2 liters) ov... The reactants are CCO, O=C(OO)c1cccc(Cl)c1, Nc1cc(Cl)nc(N)n1, [Na+], [OH-], O. The product is Nc1cc(Cl)nc(N)[n+]1[O-]. RXN SMILES: [CH3:10][CH2:11][OH:12].[Cl:13][c:14]1[cH:15][cH:16][cH:17][c:18]([C:19]([O:20][OH:21])=[O:22])[cH:23]1.[NH2:1][c:2]1[n:3][c:4]([Cl:9])[cH:5][c:6]([NH2:8])[n:7]1.[Na+:25].[OH-:24].[OH2:26]>>[NH2:1][c:2]1[n:3][c:4]([Cl:9])[cH:5][c:6]([NH2:8])[n+:7]1[O-:12]. Reactants: BrC1=CC(=C(C=C1F)C1CC(CC1)O)F (3-(4-bromo-2,5-difluorophenyl)cyclopentanol), S(=O)(Cl)Cl (thionyl chloride). Procedure: A solution of 27.7 g (0.1 mol) of 3-(4-bromo-2,5-difluorophenyl)cyclopentanol in 150 ml of thionyl chloride was heated at reflux until gas evolution ceased (4 hours). The solvent was removed in vacuo and the residue was triturated with toluene (2×200 ml) which was also removed in vacuo. The residue was dissolved in ether, washed with water (3×100 ml), dried (MgSO4), filtered, and evaporated in vacuo to give 26.2 g of the title compound which was used without further purification. The product is BrC1=C(C=C(C(=C1)F)C1CC(CC1)Cl)F (1-Bromo-4-(3-chlorocyclopentyl)-2,5-difluorobenzene). As a reaction SMILES: [Br:1][C:2]1[C:7]([F:8])=[CH:6][C:5]([CH:9]2[CH2:13][CH2:12][CH:11](O)[CH2:10]2)=[C:4]([F:15])[CH:3]=1.S(Cl)([Cl:18])=O>>[Br:1][C:2]1[CH:3]=[C:4]([F:15])[C:5]([CH:9]2[CH2:13][CH2:12][CH:11]([Cl:18])[CH2:10]2)=[CH:6][C:7]=1[F:8]. Reactants: CCCCc1nc(Cl)c(C(=O)OC(C)OC(=O)OCCC(C)C(O[N+](=O)[O-])C(C)O[N+](=O)[O-])n1Cc1ccc(-c2ccccc2-c2nnnn2C(c2ccccc2)(c2ccccc2)c2ccccc2)cc1, CO, ClCCl. The product is CCCCc1nc(Cl)c(C(=O)OC(C)OC(=O)OCCC(C)C(O[N+](=O)[O-])C(C)O[N+](=O)[O-])n1Cc1ccc(-c2ccccc2-c2nnn[nH]2)cc1. RXN SMILES: [CH2:1]([CH2:2][CH2:3][CH3:4])[c:5]1[n:6]([CH2:35][c:36]2[cH:37][cH:38][c:39](-[c:42]3[c:43](-[c:48]4[n:49][n:50][n:51][n:52]4[C:53]([c:54]4[cH:55][cH:56][cH:57][cH:58][cH:59]4)([c:60]4[cH:61][cH:62][cH:63][cH:64][cH:65]4)[c:66]4[cH:67][cH:68][cH:69][cH:70][cH:71]4)[cH:44][cH:45][cH:46][cH:47]3)[cH:40][cH:41]2)[c:7]([C:11](=[O:12])[O:13][CH:14]([CH3:15])[O:16][C:17](=[O:18])[O:19][CH2:20][CH2:21][CH:22]([CH:23]([CH:24]([CH3:25])[O:26][N+:27](=[O:28])[O-:29])[O:30][N+:31](=[O:32])[O-:33])[CH3:34])[c:8]([Cl:10])[n:9]1.[CH3:72][OH:73].[Cl:74][CH2:75][Cl:76]>>[CH2:1]([CH2:2][CH2:3][CH3:4])[c:5]1[n:6]([CH2:35][c:36]2[cH:37][cH:38][c:39](-[c:42]3[c:43](-[c:48]4[n:49][n:50][n:51][nH:52]4)[cH:44][cH:45][cH:46][cH:47]3)[cH:40][cH:41]2)[c:7]([C:11](=[O:12])[O:13][CH:14]([CH3:15])[O:16][C:17](=[O:18])[O:19][CH2:20][CH2:21][CH:22]([CH:23]([CH:24]([CH3:25])[O:26][N+:27](=[O:28])[O-:29])[O:30][N+:31](=[O:32])[O-:33])[CH3:34])[c:8]([Cl:10])[n:9]1. The reactants are C(C)(=O)OO (peracetic acid), C(C)(C)C1=NC(=C(C(=N1)Cl)SCC)Cl (2-isopropyl-4,6-dichloro-5-ethylthiopyrimidine), O (water). The solvent is C(Cl)Cl (methylene chloride), C(C)(=O)O (acetic acid). Conditions: temperature 40 celsius, time 24 hour. Yields the product C(C)(C)C1=NC(=C(C(=N1)Cl)S(=O)(=O)CC)Cl (2-isopropyl-4,6-dichloro-5-ethylsulfonylpyrimidine). As a reaction SMILES: [CH:1]([C:4]1[N:9]=[C:8]([Cl:10])[C:7]([S:11][CH2:12][CH3:13])=[C:6]([Cl:14])[N:5]=1)([CH3:3])[CH3:2].C(OO)(=[O:17])C.[OH2:20]>C(O)(=O)C.C(Cl)Cl>[CH:1]([C:4]1[N:5]=[C:6]([Cl:14])[C:7]([S:11]([CH2:12][CH3:13])(=[O:17])=[O:20])=[C:8]([Cl:10])[N:9]=1)([CH3:3])[CH3:2]. Procedure details: 9.8 g (0.039 mole) of 2-isopropyl-4,6-dichloro-5-ethylthiopyrimidine are dissolved in 50 ml of acetic acid and then 15.2 g (0.08 mole) of peracetic acid are slowly added dropwise to this solution. The exothermic reaction is kept in check by cooling at 40° C. After being stirred for 24 hours at room temperature, the clear solution is diluted with 4 times its volume of water. The precipitate is isolated by filtration and taken up in methylene chloride. The aqueous filtrate is extracted with methyl... Reactants: P(Br)(Br)Br (Phosphorus tribromide), OCC=1SC(=CC1)[N+](=O)[O-] (2-hydroxymethyl-5-nitrothiophene), C1(=CC=CC=C1)C (toluene). Solvent: O (water). Reaction conditions: temperature 70 celsius, time 1.5 hour. Yields the product BrCC=1SC(=CC1)[N+](=O)[O-] (2-bromomethyl-5-nitrothiophene). The yield is 261.6%. As a reaction SMILES: P(Br)(Br)[Br:2].O[CH2:6][C:7]1[S:8][C:9]([N+:12]([O-:14])=[O:13])=[CH:10][CH:11]=1.C1(C)C=CC=CC=1>O>[Br:2][CH2:6][C:7]1[S:8][C:9]([N+:12]([O-:14])=[O:13])=[CH:10][CH:11]=1. Procedure: Phosphorus tribromide (PBr3) (10.45 g) was added dropwise to a mixture of 2-hydroxymethyl-5-nitrothiophene (17.7 g) and toluene (150 ml) and this mixture was stirred at 70° C. for 1.5 hours. The reaction mixture was poured into water and extracted with ether. The ether layer was washed with water and dried (MgSO4), after which the solvent was evaporated off. The residual oil was subjected to solica gel column chromatography and eluted with chloroform to yield 2-bromomethyl-5-nitrothiophene (22.4...